This data is from the Open Reaction Database (ORD), a public repository of structured organic reaction records. The task is: describe an organic reaction: reactants, conditions, products, and yield Reactants: [Cl-].C[NH2+]C (dimethylammonium chloride), solution, C=O (formaldehyde), C(C)(=O)N1CC=2N(CC1)C=CC2 (2-acetyl-1,2,3,4-tetrahydropyrrolo-[1,2-a]-pyrazine), solution, N (ammonia). Run in O (water). Conditions: time 4 hour. The product is C(C)(=O)N1CC=2N(CC1)C(=CC2)CN(C)C (2-Acetyl-6-(Dimethylaminomethyl)-1,2,3,4-Tetrahydropyrrolo-[1,2-a]-Pyrazine). Isolated yield 51.5%. As a reaction SMILES: [Cl-].[CH3:2][NH2+:3][CH3:4].[CH2:5]=O.[C:7]([N:10]1[CH2:15][CH2:14][N:13]2[CH:16]=[CH:17][CH:18]=[C:12]2[CH2:11]1)(=[O:9])[CH3:8].N>O>[C:7]([N:10]1[CH2:15][CH2:14][N:13]2[C:16]([CH2:2][N:3]([CH3:5])[CH3:4])=[CH:17][CH:18]=[C:12]2[CH2:11]1)(=[O:9])[CH3:8] |f:0.1|. Reported procedure: A mixture of 1.35 g of dimethylammonium chloride, 1.24 g of a 40% solution of formaldehyde, and 2.45 g of 2-acetyl-1,2,3,4-tetrahydropyrrolo-[1,2-a]-pyrazine was stirred for 4 hours at room temperature. 10 ml of water, alkalized with a 25% solution of ammonia, was added to the reaction mass and the product was extracted with benzene. Benzene was removed by distillation and the residue was distilled under vacuum to give 1.7 g (51.5%) of the title compound. The boiling point was 177°-178° C. at 1 ... The reactants are ClC1=C(C=CC(=C1C1=CC2=C(N=C(N=C2)S(=O)(=O)C)N(C1=O)C)Cl)NC(C1=CC(=CC=C1)C(F)(F)F)=O (N-[2,4-dichloro-3-(2-methanesulfonyl-8-methyl-7-oxo-7,8-dihydro-pyrido[2,3-d]pyrimidin-6-yl)-phenyl]-3-trifluoromethyl-benzamide), OC(C)C=1C=C(N)C=CC1 (3-(1-hydroxyethyl)-aniline). Solvent: CCOC(=O)C (EtOAc). Conditions: temperature 120 celsius. Product: ClC1=C(C=CC(=C1C1=CC2=C(N=C(N=C2)NC2=CC(=CC=C2)C(C)O)N(C1=O)C)Cl)NC(C1=CC(=CC=C1)C(F)(F)F)=O (N-(2,4-dichloro-3-{2-[3-(1-hydroxy-ethyl)-phenylamino]-8-methyl-7-oxo-7,8-dihydro-pyrido[2,3-d]pyrimidin-6-yl}-phenyl)-3-trifluoromethyl-benzamide). As a reaction SMILES: [Cl:1][C:2]1[C:7]([C:8]2[C:21](=[O:22])[N:20]([CH3:23])[C:11]3[N:12]=[C:13](S(C)(=O)=O)[N:14]=[CH:15][C:10]=3[CH:9]=2)=[C:6]([Cl:24])[CH:5]=[CH:4][C:3]=1[NH:25][C:26](=[O:37])[C:27]1[CH:32]=[CH:31][CH:30]=[C:29]([C:33]([F:36])([F:35])[F:34])[CH:28]=1.[OH:38][CH:39]([C:41]1[CH:42]=[C:43]([CH:45]=[CH:46][CH:47]=1)[NH2:44])[CH3:40]>CCOC(C)=O>[Cl:1][C:2]1[C:7]([C:8]2[C:21](=[O:22])[N:20]([CH3:23])[C:11]3[N:12]=[C:13]([NH:44][C:43]4[CH:45]=[CH:46][CH:47]=[C:41]([CH:39]([OH:38])[CH3:40])[CH:42]=4)[N:14]=[CH:15][C:10]=3[CH:9]=2)=[C:6]([Cl:24])[CH:5]=[CH:4][C:3]=1[NH:25][C:26](=[O:37])[C:27]1[CH:32]=[CH:31][CH:30]=[C:29]([C:33]([F:36])([F:35])[F:34])[CH:28]=1. Reported procedure: A mixture of N-[2,4-dichloro-3-(2-methanesulfonyl-8-methyl-7-oxo-7,8-dihydro-pyrido[2,3-d]pyrimidin-6-yl)-phenyl]-3-trifluoromethyl-benzamide (20 mg, 0.035 mmol) and 3-(1-hydroxyethyl)-aniline (50 mg, 0.364 mmol) is heated at 120° C. for ten minutes. The mixture is diluted with EtOAc and washed with saturated K2CO3, brine and water. The organic layer is dried, filtered and concentrated to give crude product, which is purified by prep-HPLC to give N-(2,4-dichloro-3-{2-[3-(1-hydroxy-ethyl)-phenyla... Starting materials: Cl.C1(CCCCC1)[NH+]1CCCC1 (cyclohexylpyrrolidinium hydrochloride salt). The solvent is O (water). Yields the product C1(CCCCC1)N1CCCC1 (Cyclohexylpyrrolidine). Reaction SMILES: Cl.[CH:2]1([NH+:8]2[CH2:12][CH2:11][CH2:10][CH2:9]2)[CH2:7][CH2:6][CH2:5][CH2:4][CH2:3]1>O>[CH:2]1([N:8]2[CH2:12][CH2:11][CH2:10][CH2:9]2)[CH2:7][CH2:6][CH2:5][CH2:4][CH2:3]1 |f:0.1|. Reported procedure: In some instances when some unreacted cyclohexanone is still in the reaction mixture, the product after hydrogenation was purified by adding 3M HCl solution to the mixture (after filtering out the palladium/carbon catalyst) and left to stir for 15-20 minutes. The resulting mixture was then extracted with diethyl ether to remove the cyclohexanone from the mixture and leaving behind the cyclohexylpyrrolidinium hydrochloride salt. The water layer containing cyclohexylpyrrolidinium hydrochloride sal... Starting materials: C(=C)OCCN1C(NC(C1=O)(C)C)=O (3-(2-vinyloxyethyl)-5,5-dimethylhydantoin), C1C(C)O1 (propylene oxide), C1C(C)O1 (propylene oxide), [Cl-].[Li+] (lithium chloride). Solvent: CN(C=O)C (dimethylformamide). Product: OC(CN1C(=O)N(C(=O)C1(C)C)CCOC=C)C (1-(2-Hydroxypropyl)-3-(2-vinyloxyethyl)-5,5-dimethylhydantoin). Reaction SMILES: [CH:1]([O:3][CH2:4][CH2:5][N:6]1[C:10](=[O:11])[C:9]([CH3:13])([CH3:12])[NH:8][C:7]1=[O:14])=[CH2:2].[CH2:15]1[O:18][CH:16]1[CH3:17].[Cl-].[Li+]>CN(C)C=O>[OH:18][CH:16]([CH3:17])[CH2:15][N:8]1[C:9]([CH3:13])([CH3:12])[C:10](=[O:11])[N:6]([CH2:5][CH2:4][O:3][CH:1]=[CH2:2])[C:7]1=[O:14] |f:2.3|. Reported procedure: 297 g (1.5 mols) of 3-(2-vinyloxyethyl)-5,5-dimethylhydantoin, prepared as described in Example 1, 87 g (1.5 mols) of propylene oxide, 7.5 g of lithium chloride and 750 ml of dimethylformamide are allowed to react for 4 hours and 30 minutes at 90°-112° C. A further 83.5 g (1.44 mols) of propylene oxide are then added dropwise in the course of 3 hours and 30 minutes at 112°-113° C. and the mixture is left to react for a further 15 minutes. It is then concentrated on a rotary evaporator at 80° C. ...